This data is from the Open Reaction Database (ORD), a public repository of structured organic reaction records. The task is: describe an organic reaction: reactants, conditions, products, and yield Yields the product CCOC(=O)C(C#N)c1ccc(OC)cc1[N+](=O)[O-]. RXN SMILES: [C:1](#[N:2])[CH2:3][C:4](=[O:5])[O:6][CH2:7][CH3:8].[Cl:11][c:12]1[c:13]([N+:20](=[O:21])[O-:22])[cH:14][c:15]([O:18][CH3:19])[cH:16][cH:17]1.[H-:10].[Na+:9].[O:23]=[CH:24][N:25]([CH3:26])[CH3:27]>>[C:1](#[N:2])[CH:3]([C:4](=[O:5])[O:6][CH2:7][CH3:8])[c:12]1[c:13]([N+:20](=[O:21])[O-:22])[cH:14][c:15]([O:18][CH3:19])[cH:16][cH:17]1. The reactants are CCOC(=O)CC#N, COc1ccc(Cl)c([N+](=O)[O-])c1, [H-], [Na+], CN(C)C=O.